From a dataset of the Open Reaction Database (ORD), a public repository of structured organic reaction records. describe an organic reaction: reactants, conditions, products, and yield The reactants are Cc1cccc(O)c1, COc1ccc2c(Cl)nc(Nc3cc(C)[nH]n3)cc2c1. Product: COc1ccc2c(Oc3cccc(C)c3)nc(Nc3cc(C)[nH]n3)cc2c1. RXN SMILES: [CH3:1][c:2]1[cH:3][c:4]([OH:8])[cH:5][cH:6][cH:7]1.[Cl:9][c:10]1[n:11][c:12]([NH:22][c:23]2[n:24][nH:25][c:26]([CH3:28])[cH:27]2)[cH:13][c:14]2[cH:15][c:16]([O:20][CH3:21])[cH:17][cH:18][c:19]12>>[CH3:1][c:2]1[cH:3][c:4]([O:8][c:10]2[n:11][c:12]([NH:22][c:23]3[n:24][nH:25][c:26]([CH3:28])[cH:27]3)[cH:13][c:14]3[cH:15][c:16]([O:20][CH3:21])[cH:17][cH:18][c:19]23)[cH:5][cH:6][cH:7]1. Reactants: C(C1=CC=CC=C1)OCN1C(=NC=C1)C1=CC=CC=C1 (1-(benzyloxymethyl)-2-phenyl-1H-imidazole), [Li]C(C)CC (sec-BuLi), C(C)OC=1C=C(C(=C(\C=N\C2=CC=C(C#N)C=C2)C1)F)OC(C)C ((E)-4-(5-ethoxy-2-fluoro-3-isopropoxybenzylideneamino)benzonitrile). The solvent is C1CCOC1 (THF), C1CCOC1 (THF). Reaction conditions: temperature 0 celsius, time 10 minute. Product: C(C1=CC=CC=C1)OCN1C(=NC=C1N(C1=CC=C(C#N)C=C1)CC1=C(C(=CC(=C1)OCC)OC(C)C)F)C1=CC=CC=C1 (4-((1-(benzyloxymethyl)-2-phenyl-1H-imidazol-5-yl)(5-ethoxy-2-fluoro-3-isopropoxyphenyl)methylamino)benzonitrile). The yield is 24.1%. RXN SMILES: [CH2:1]([O:8][CH2:9][N:10]1[CH:14]=[CH:13][N:12]=[C:11]1[C:15]1[CH:20]=[CH:19][CH:18]=[CH:17][CH:16]=1)[C:2]1[CH:7]=[CH:6][CH:5]=[CH:4][CH:3]=1.[Li]C(CC)C.[CH2:26]([O:28][C:29]1[CH:30]=[C:31]([O:46][CH:47]([CH3:49])[CH3:48])[C:32]([F:45])=[C:33]([CH:44]=1)/[CH:34]=[N:35]/[C:36]1[CH:43]=[CH:42][C:39]([C:40]#[N:41])=[CH:38][CH:37]=1)[CH3:27]>C1COCC1>[CH2:1]([O:8][CH2:9][N:10]1[C:14]([N:35]([CH2:34][C:33]2[CH:44]=[C:29]([O:28][CH2:26][CH3:27])[CH:30]=[C:31]([O:46][CH:47]([CH3:49])[CH3:48])[C:32]=2[F:45])[C:36]2[CH:43]=[CH:42][C:39]([C:40]#[N:41])=[CH:38][CH:37]=2)=[CH:13][N:12]=[C:11]1[C:15]1[CH:20]=[CH:19][CH:18]=[CH:17][CH:16]=1)[C:2]1[CH:3]=[CH:4][CH:5]=[CH:6][CH:7]=1. Procedure details: To a solution of Intermediate 15.1 (100 mg, 0.378 mmol) in 2 mL THF at 0° C., was added sec-BuLi (0.81 M in cyclohexane, 514 μL, 0.416 mmol). The mixture was stirred at 0° C. for 10 min, then a solution of Intermediate 7.3 (123 mg, 0.378 mmol) in 0.6 mL THF was added dropwise. The mixture was stirred at 0° C. for 30 min and rt 1 h, then was quenched with sat. NH4Cl. The mixture was diluted with EtOAc, washed with H2O and brine, dried (Na2SO4) and concentrated. The crude product was purified by f...